From a dataset of the Open Reaction Database (ORD), a public repository of structured organic reaction records. describe an organic reaction: reactants, conditions, products, and yield The reactants are CN(C)C=O, BrCC1CC1, [H-], [Na+], CC(C)N1CCN(C(=O)c2ccc3[nH]c(C(=O)N4CCC5(CC4)OCCO5)cc3c2)CC1. Product: CC(C)N1CCN(C(=O)c2ccc3c(c2)cc(C(=O)N2CCC4(CC2)OCCO4)n3CC2CC2)CC1. Reaction SMILES: [CH3:40][N:41]([CH3:42])[CH:43]=[O:44].[CH:35]1([CH2:38][Br:39])[CH2:36][CH2:37]1.[H-:33].[Na+:34].[O:1]1[CH2:2][CH2:3][O:4][C:5]12[CH2:6][CH2:7][N:8]([C:11](=[O:12])[c:13]1[nH:14][c:15]3[cH:16][cH:17][c:18]([C:22](=[O:23])[N:24]4[CH2:25][CH2:26][N:27]([CH:30]([CH3:31])[CH3:32])[CH2:28][CH2:29]4)[cH:19][c:20]3[cH:21]1)[CH2:9][CH2:10]2>>[O:1]1[CH2:2][CH2:3][O:4][C:5]12[CH2:6][CH2:7][N:8]([C:11](=[O:12])[c:13]1[n:14]([CH2:38][CH:35]3[CH2:36][CH2:37]3)[c:15]3[cH:16][cH:17][c:18]([C:22](=[O:23])[N:24]4[CH2:25][CH2:26][N:27]([CH:30]([CH3:31])[CH3:32])[CH2:28][CH2:29]4)[cH:19][c:20]3[cH:21]1)[CH2:9][CH2:10]2. The reactants are Brc1ccc2ccccc2c1, CC(=O)[O-], CC(=O)[O-], Cc1ccccc1, C1CCC(P(C2CCCCC2)C2CCCCC2)CC1, [K+], [K+], [K+], O, OB(O)c1ccc(O)cc1, O=P([O-])([O-])[O-], [Pd+2]. Product: Oc1ccc(-c2ccc3ccccc3c2)cc1. As a reaction SMILES: [Br:1][c:2]1[cH:3][c:4]2[cH:5][cH:6][cH:7][cH:8][c:9]2[cH:10][cH:11]1.[C:49]([O-:50])(=[O:51])[CH3:52].[C:54]([O-:55])(=[O:56])[CH3:57].[CH3:59][c:60]1[cH:61][cH:62][cH:63][cH:64][cH:65]1.[CH:30]1([P:31]([CH:32]2[CH2:33][CH2:34][CH2:35][CH2:36][CH2:37]2)[CH:38]2[CH2:39][CH2:40][CH2:41][CH2:42][CH2:43]2)[CH2:44][CH2:45][CH2:46][CH2:47][CH2:48]1.[K+:27].[K+:28].[K+:29].[OH2:58].[OH:12][c:13]1[cH:14][cH:15][c:16]([B:19]([OH:20])[OH:21])[cH:17][cH:18]1.[P:22]([O-:23])([O-:24])([O-:25])=[O:26].[Pd+2:53]>>[c:2]1(-[c:16]2[cH:15][cH:14][c:13]([OH:12])[cH:18][cH:17]2)[cH:3][c:4]2[cH:5][cH:6][cH:7][cH:8][c:9]2[cH:10][cH:11]1. The reactants are CC(C)(C)c1ccc(O)c(C(C)(C)C)c1, COc1ccc(CO)cc1, CC(=O)O, O, O=C(O)C(=O)O. Yields the product COc1ccc(Cc2cc(C(C)(C)C)cc(C(C)(C)C)c2O)cc1. RXN SMILES: [C:1]([CH3:2])([CH3:3])([CH3:4])[c:5]1[c:6]([OH:15])[cH:7][cH:8][c:9]([C:11]([CH3:12])([CH3:13])[CH3:14])[cH:10]1.[CH3:16][O:17][c:18]1[cH:19][cH:20][c:21]([CH2:22][OH:23])[cH:24][cH:25]1.[CH3:32][C:33](=[O:34])[OH:35].[OH2:36].[OH:26][C:27]([C:28](=[O:29])[OH:30])=[O:31]>>[C:1]([CH3:2])([CH3:3])([CH3:4])[c:5]1[c:6]([OH:15])[c:7]([CH2:22][c:21]2[cH:20][cH:19][c:18]([O:17][CH3:16])[cH:25][cH:24]2)[cH:8][c:9]([C:11]([CH3:12])([CH3:13])[CH3:14])[cH:10]1. The reactants are C(=O)[O-].[NH4+] (ammonium formate), C(=O)[O-].[NH4+] (ammonium formate), CC=1C(N(CC1C)C=1C(=C(C=CC1)C1=CC=C(C=2NC3=CC(=CC=C3C12)C(C)(C)O)C(=O)N)C)=O (4-(3-(3,4-dimethyl-2-oxo-2,5-dihydro-1H-pyrrol-1-yl)-2-methylphenyl)-7-(2-hydroxypropan-2-yl)-9H-carbazole-1-carboxamide), C(=O)[O-].[NH4+] (ammonium formate), C(=O)[O-].[NH4+] (ammonium formate). Reagents/catalysts: [Pd] (palladium on charcoal), [Pd] (palladium on charcoal). Run in CO (methanol), C(Cl)Cl (DCM). Reaction conditions: time 2 hour. Product: CC1C(N(CC1C)C=1C(=C(C=CC1)C1=CC=C(C=2NC3=CC(=CC=C3C12)C(C)(C)O)C(=O)N)C)=O (4-(3-(3,4-dimethyl-2-oxopyrrolidin-1-yl)-2-methylphenyl)-7-(2-hydroxypropan-2-yl)-9H-carbazole-1-carboxamide). Yield: 54.5%. As a reaction SMILES: [CH3:1][C:2]1[C:3](=[O:35])[N:4]([C:8]2[C:9]([CH3:34])=[C:10]([C:14]3[C:26]4[C:25]5[C:20](=[CH:21][C:22]([C:27]([OH:30])([CH3:29])[CH3:28])=[CH:23][CH:24]=5)[NH:19][C:18]=4[C:17]([C:31]([NH2:33])=[O:32])=[CH:16][CH:15]=3)[CH:11]=[CH:12][CH:13]=2)[CH2:5][C:6]=1[CH3:7].C([O-])=O.[NH4+]>CO.[Pd].C(Cl)Cl>[CH3:1][CH:2]1[CH:6]([CH3:7])[CH2:5][N:4]([C:8]2[C:9]([CH3:34])=[C:10]([C:14]3[C:26]4[C:25]5[C:20](=[CH:21][C:22]([C:27]([OH:30])([CH3:29])[CH3:28])=[CH:23][CH:24]=5)[NH:19][C:18]=4[C:17]([C:31]([NH2:33])=[O:32])=[CH:16][CH:15]=3)[CH:11]=[CH:12][CH:13]=2)[C:3]1=[O:35] |f:1.2|. Procedure details: A mixture of 4-(3-(3,4-dimethyl-2-oxo-2,5-dihydro-1H-pyrrol-1-yl)-2-methylphenyl)-7-(2-hydroxypropan-2-yl)-9H-carbazole-1-carboxamide (Example 81-21, 20 mg, 0.043 mmol) and ammonium formate (27.0 mg, 0.428 mmol) in methanol (5 mL) was treated with 10% palladium on charcoal (20 mg, 0.019 mmol). The mixture was stirred under nitrogen at rt for 2 h. Additional ammonium formate (27.0 mg, 0.428 mmol) was added and the mixture was stirred at rt overnight. More ammonium formate (57 mg) and 10% palladiu... Run in CO (methanol), CO (MeOH). As a reaction SMILES: [C@@H:1]12[CH2:10][C@@H:5]([CH2:6][C:7](=[O:9])[NH:8]1)[CH2:4][CH2:3][C@@H:2]2[N:11]1[CH:19]=[N:18][C:17]2[C:12]1=[N:13][CH:14]=[N:15][C:16]=2[NH:20]C(=O)C1C=CC=CC=1.C[O-].[Na+]>CO>[C@@H:1]12[CH2:10][C@@H:5]([CH2:6][C:7](=[O:9])[NH:8]1)[CH2:4][CH2:3][C@@H:2]2[N:11]1[CH:19]=[N:18][C:17]2[C:12]1=[N:13][CH:14]=[N:15][C:16]=2[NH2:20] |f:1.2|. The reactants are [C@H]12[C@H](CC[C@H](CC(N1)=O)C2)N2C1=NC=NC(=C1N=C2)NC(C2=CC=CC=C2)=O (9-[(S,S,S)-8-Azabicyclo[3.3.1]nonan-7-on-2-yl]-6N-benzoyladenine), C[O-].[Na+] (NaOMe), [C@H]12[C@H](CC[C@H](CC(N1)=O)C2)N2C1=NC=NC(=C1N=C2)NC(C2=CC=CC=C2)=O (9-[(S,S,S)-8-Azabicyclo[3.3.1]nonan-7-on-2-yl]-6N-benzoyladenine). Procedure: A 500 ml round-bottomed flask was loaded with 8.2 g of benzoyl-A lactam 15a (22 mmol) and 250 ml of dry methanol. The suspension was heated until 15a had completely dissolved. A solution of 1.62 g of NaOMe in 5.5 l of MeOH was then added and the mixture was stirred at room temperature for 19 h. The resulting suspension was filtered and the precipitate was washed with Et2O. The filtrate was neutralized by addition of ion-exchange resin (Amberlite IR-120, H+ form). The resin was filtered off and t... Yields the product [C@H]12[C@H](CC[C@H](CC(N1)=O)C2)N2C1=NC=NC(=C1N=C2)N (9-[(S,S,S)-8-Azabicyclo[3.3.1]nonan-7-on-2-yl]adenine). Yield: 95.5%. Run at time 19 hour.